Dataset: the Open Reaction Database (ORD), a public repository of structured organic reaction records. Task: describe an organic reaction: reactants, conditions, products, and yield The reactants are [Al+3], CCCCCCc1cc2c(cc1OC)C(=O)CC2, Cc1ccccc1, [Cl-], [Cl-], [Cl-], O. The product is CCCCCCc1cc2c(cc1O)C(=O)CC2. As a reaction SMILES: [Al+3:20].[CH2:1]([CH2:2][CH2:3][CH2:4][CH2:5][CH3:6])[c:7]1[cH:8][c:9]2[c:13]([cH:14][c:15]1[O:16][CH3:17])[C:12](=[O:18])[CH2:11][CH2:10]2.[CH3:23][c:24]1[cH:25][cH:26][cH:27][cH:28][cH:29]1.[Cl-:19].[Cl-:21].[Cl-:22].[OH2:30]>>[CH2:1]([CH2:2][CH2:3][CH2:4][CH2:5][CH3:6])[c:7]1[cH:8][c:9]2[c:13]([cH:14][c:15]1[OH:16])[C:12](=[O:18])[CH2:11][CH2:10]2.